This data is from the Open Reaction Database (ORD), a public repository of structured organic reaction records. The task is: describe an organic reaction: reactants, conditions, products, and yield The reactants are ClCc1coc(-c2ccc(OCc3ccccc3)cc2)n1, CN(C)C=O, [H-], [Na+], O, Oc1ccc(CCCn2ccnc2)cc1. Product: c1ccc(COc2ccc(-c3nc(COc4ccc(CCCn5ccnc5)cc4)co3)cc2)cc1. Reaction SMILES: [CH2:18]([c:19]1[cH:20][cH:21][cH:22][cH:23][cH:24]1)[O:25][c:26]1[cH:27][cH:28][c:29](-[c:32]2[o:33][cH:34][c:35]([CH2:37][Cl:38])[n:36]2)[cH:30][cH:31]1.[CH3:40][N:41]([CH3:42])[CH:43]=[O:44].[H-:1].[Na+:2].[OH2:39].[OH:3][c:4]1[cH:5][cH:6][c:7]([CH2:10][CH2:11][CH2:12][n:13]2[cH:14][n:15][cH:16][cH:17]2)[cH:8][cH:9]1>>[O:3]([c:4]1[cH:5][cH:6][c:7]([CH2:10][CH2:11][CH2:12][n:13]2[cH:14][n:15][cH:16][cH:17]2)[cH:8][cH:9]1)[CH2:37][c:35]1[cH:34][o:33][c:32](-[c:29]2[cH:28][cH:27][c:26]([O:25][CH2:18][c:19]3[cH:20][cH:21][cH:22][cH:23][cH:24]3)[cH:31][cH:30]2)[n:36]1. Yields the product ClC=1C=CC(=C(C1)C1=CC(N(C=C1OC)C(C(=O)NC1=CC=C2C(N(NC2=C1)C)=O)CC1CCC1)=O)C#N (2-[4-(5-Chloro-2-cyanophenyl)-5-methoxy-2-oxopyridin-1(2H)-yl]-3-cyclobutyl-N-(2-methyl-3-oxo-2,3-dihydro-1H-indazol-6-yl)propanamide). Procedure: 101 mg (0.16 mmol) of tert-butyl 6-({2-[4-(5-chloro-2-cyanophenyl)-5-methoxy-2-oxopyridin-1(2H)-yl]-3-cyclobutylpropanoyl}amino)-2-methyl-3-oxo-2,3-dihydro-1H-indazole-1-carboxylate (racemate) were hydrolysed with TFA according to General Method 2. The crude product was purified by preparative HPLC (Reprosil C18, water/acetonitrile gradient). Yield: 52 mg (62% of theory) RXN SMILES: [Cl:1][C:2]1[CH:3]=[CH:4][C:5]([C:44]#[N:45])=[C:6]([C:8]2[C:13]([O:14][CH3:15])=[CH:12][N:11]([CH:16]([CH2:38][CH:39]3[CH2:42][CH2:41][CH2:40]3)[C:17]([NH:19][C:20]3[CH:28]=[C:27]4[C:23]([C:24](=[O:37])[N:25]([CH3:36])[N:26]4C(OC(C)(C)C)=O)=[CH:22][CH:21]=3)=[O:18])[C:10](=[O:43])[CH:9]=2)[CH:7]=1.C(O)(C(F)(F)F)=O>>[Cl:1][C:2]1[CH:3]=[CH:4][C:5]([C:44]#[N:45])=[C:6]([C:8]2[C:13]([O:14][CH3:15])=[CH:12][N:11]([CH:16]([CH2:38][CH:39]3[CH2:40][CH2:41][CH2:42]3)[C:17]([NH:19][C:20]3[CH:28]=[C:27]4[C:23]([C:24](=[O:37])[N:25]([CH3:36])[NH:26]4)=[CH:22][CH:21]=3)=[O:18])[C:10](=[O:43])[CH:9]=2)[CH:7]=1. Starting materials: ClC=1C=CC(=C(C1)C1=CC(N(C=C1OC)C(C(=O)NC1=CC=C2C(N(N(C2=C1)C(=O)OC(C)(C)C)C)=O)CC1CCC1)=O)C#N (tert-butyl 6-({2-[4-(5-chloro-2-cyanophenyl)-5-methoxy-2-oxopyridin-1(2H)-yl]-3-cyclobutylpropanoyl}amino)-2-methyl-3-oxo-2,3-dihydro-1H-indazole-1-carboxylate), C(=O)(C(F)(F)F)O (TFA). The reactants are [Li]CCCC, CSSC, CCCCCC, COc1ccc2c(c1)CCC1CCNC(=O)C(C)=C21, C1CCOC1. Product: COc1ccc2c(c1)CCC1CCNC(=O)C(CSC)=C21. As a reaction SMILES: [CH2:1]([Li:2])[CH2:3][CH2:4][CH3:5].[CH3:25][S:26][S:27][CH3:28].[CH3:29][CH2:30][CH2:31][CH2:32][CH2:33][CH3:34].[CH3:6][C:7]1=[C:13]2[CH:12]([CH2:11][CH2:10][NH:9][C:8]1=[O:24])[CH2:21][CH2:20][c:19]1[c:14]2[cH:15][cH:16][c:17]([O:22][CH3:23])[cH:18]1.[O:35]1[CH2:36][CH2:37][CH2:38][CH2:39]1>>[CH2:6]([C:7]1=[C:13]2[CH:12]([CH2:11][CH2:10][NH:9][C:8]1=[O:24])[CH2:21][CH2:20][c:19]1[c:14]2[cH:15][cH:16][c:17]([O:22][CH3:23])[cH:18]1)[S:26][CH3:25].